This data is from the Open Reaction Database (ORD), a public repository of structured organic reaction records. The task is: describe an organic reaction: reactants, conditions, products, and yield Starting materials: C1(CC1)COC1=C2C(=CNC2=CC=C1)C=1CCNCC1 (4-cyclopropylmethoxy-3-(1,2,3,6-tetrahydropyridin-4-yl)-1H-indole), C[Si](C)(C)I (trimethylsilyliodide). Run in C(C)#N (acetonitrile). Reaction conditions: time 18 hour. The product is OC1=C2C(=CNC2=CC=C1)C=1CCNCC1 (4-hydroxy-3-(1,2,3,6-tetrahydropyridin-4-yl)-1H-indole). The yield is 14.9%. Reaction SMILES: C1(C[O:5][C:6]2[CH:14]=[CH:13][CH:12]=[C:11]3[C:7]=2[C:8]([C:15]2[CH2:16][CH2:17][NH:18][CH2:19][CH:20]=2)=[CH:9][NH:10]3)CC1.C[Si](I)(C)C>C(#N)C>[OH:5][C:6]1[CH:14]=[CH:13][CH:12]=[C:11]2[C:7]=1[C:8]([C:15]1[CH2:16][CH2:17][NH:18][CH2:19][CH:20]=1)=[CH:9][NH:10]2. Reported procedure: To a solution of 0.30 gm (1.1 mMol) 4-cyclopropylmethoxy-3-(1,2,3,6-tetrahydropyridin-4-yl)-1H-indole in 10 mL acetonitrile were added 0.64 mL (4.4 mMol) trimethylsilyliodide and the reaction mixture was allowed to stir at room temperature for 18 hours. The reaction mixture was concentrated under reduced pressure and the residue partitioned between dilute ammonium hydroxide and ethyl acetate. The phases were separated and the aqueous phase extracted well with ethyl acetate. The organics were com... As a reaction SMILES: C([O:3][C:4]([C:6]1[S:7][C:8]([Cl:12])=[C:9]([CH3:11])[CH:10]=1)=[O:5])C>C(O)C.O1CCCC1.[OH-].[Na+]>[Cl:12][C:8]1[S:7][C:6]([C:4]([OH:5])=[O:3])=[CH:10][C:9]=1[CH3:11] |f:3.4|. Conditions: temperature 60 celsius, time 2 hour. Yield: 67.1%. The product is ClC1=C(C=C(S1)C(=O)O)C (5-chloro-4-methyl-2-thiophenecarboxylic acid). The solvent is C(C)O (ethanol), O1CCCC1 (tetrahydrofuran), [OH-].[Na+] (sodium hydroxide). Reactants: C(C)OC(=O)C=1SC(=C(C1)C)Cl (5-Chloro-4-methyl-2-thiophenecarboxylic acid ethyl ester). Reported procedure: 4-Methyl-2-thiophenecarboxylic acid ethyl ester (3.4 g) synthesized in accordance with the method of Reference Example 140 was dissolved in acetonitrile (30 ml), and sulfuryl chloride (2.4 ml) in acetonitrile (20 ml) was added dropwise. The mixture was stirred at room-temperature for 30 minutes, and 10% aqueous sodium thiosulfate (100 ml) was added. The mixture was stirred at room temperature for 2 hours and extracted with diethyl ether. The extract was washed with saturated aqueous sodium chlor... Starting materials: C1(=CC=CC=C1)C(CCO)CCO (3-Phenylpentane-1,5-diol), Br (hydrobromic acid). Solvent: C1(=CC=CC=C1)C (toluene). Conditions: temperature 180 celsius. Product: BrCCC(CCO)C1=CC=CC=C1 (5-bromo-3-phenylpentan-1-ol). As a reaction SMILES: [C:1]1([CH:7]([CH2:11][CH2:12][OH:13])[CH2:8][CH2:9]O)[CH:6]=[CH:5][CH:4]=[CH:3][CH:2]=1.[BrH:14]>C1(C)C=CC=CC=1>[Br:14][CH2:9][CH2:8][CH:7]([C:1]1[CH:6]=[CH:5][CH:4]=[CH:3][CH:2]=1)[CH2:11][CH2:12][OH:13]. Procedure: 3-Phenylpentane-1,5-diol (452 mg, 2.51 mmol) was dissolved in 48% aqueous hydrobromic acid (284 μL, 2.51 mmol) and toluene (2.5 mL), placed in a sealed tube, and heated in a microwave oven at 180° C. for 10 minutes. The mixture was cooled and purified by column chromatography on silica gel, eluting with 0-100% ethyl acetate/hexanes to give the title compound as a colorless oil. 1H NMR (500 MHz, CDCl3) δ 1.57 (br s, 1H), 1.81-1.97 (m, 2H), 2.08-2.23 (m, 2H), 2.97 (quintet, J=5.0 Hz, 1H), 3.06-3.1... Reactants: ClC1=C(N)C(=C(C=C1)C1CC1)F (2-Chloro-5-cyclopropyl-6-fluoroaniline), BrN1C(CCC1=O)=O (N-bromosuccinimide). Run in CN(C)C=O (DMF). Conditions: time 8 hour. Yields the product ClC1=C(N)C(=C(C(=C1)Br)C1CC1)F (2-chloro-4-bromo-5-cyclopropyl-6-fluoroaniline). As a reaction SMILES: [Cl:1][C:2]1[CH:8]=[CH:7][C:6]([CH:9]2[CH2:11][CH2:10]2)=[C:5]([F:12])[C:3]=1[NH2:4].[Br:13]N1C(=O)CCC1=O>CN(C=O)C>[Cl:1][C:2]1[CH:8]=[C:7]([Br:13])[C:6]([CH:9]2[CH2:10][CH2:11]2)=[C:5]([F:12])[C:3]=1[NH2:4]. Procedure details: 2-Chloro-5-cyclopropyl-6-fluoroaniline (9.4 g, 50.6 mmol) and N-bromosuccinimide (9.4 g, 52.8 mmol) are dissolved with stirring in 100 mL of anhydrous DMF. The reaction mixture is stirred overnight and then most of the DMF is removed by rotary evaporator under high vacuum. The residue is partitioned between 1:1 Et2O/hexane (500 mL) and water (500 mL). The organic layer is washed with brine (3×250 mL), dried (MgSO4) and concentrated by rotary evaporator. The crude material is purified using flash... Reactants: O=C([O-])O, CC(=O)O, COc1ccccc1, [Na+]. The product is COc1ccc(C(C)=O)cc1. Reaction SMILES: [C:9](=[O:10])([O-:11])[OH:12].[CH3:14][C:15]([OH:16])=[O:17].[CH3:1][O:2][c:3]1[cH:4][cH:5][cH:6][cH:7][cH:8]1.[Na+:13]>>[CH3:1][O:2][c:3]1[cH:4][cH:5][c:6]([C:15]([CH3:14])=[O:16])[cH:7][cH:8]1. Reactants: C(C)(=O)C=1C(=NN2C1C=CC=C2)C (3-Acetyl-2-methylpyrazolo[1,5-a]pyridine), ice, Cl (hydrochloric acid), N(=O)[O-].[Na+] (sodium nitrite). Solvent: O (water). Conditions: time 2 hour. Product: Cl.NC=1C(=NN2C1C=CC=C2)C (3-Amino-2-methylpyrazolo[1,5-a]pyridine Hydrochloride). As a reaction SMILES: C([C:4]1[C:5]([CH3:13])=[N:6][N:7]2[CH:12]=[CH:11][CH:10]=[CH:9][C:8]=12)(=O)C.[ClH:14].[N:15]([O-])=O.[Na+]>O>[ClH:14].[NH2:15][C:4]1[C:5]([CH3:13])=[N:6][N:7]2[CH:12]=[CH:11][CH:10]=[CH:9][C:8]=12 |f:2.3,5.6|. Reported procedure: 7 g. 3-Acetyl-2-methylpyrazolo[1,5-a]pyridine (see J. Org. Chem., 42, 443/1977) are dissolved in 140 ml. 6N hydrochloric acid and mixed dropwise at 0° C. with a solution of 5.52 g. sodium nitrite in water. After 2 hours, the ice-bath used for the cooling is removed and the reaction mixture is left to stand overnight at ambient temperature and then adjusted to pH 9. The precipitated nitroso compound (6.4 g.) is filtered off with suction and dissolved in about 150 ml. 2N hydrochloric acid. The nit... The reactants are OC=1C=C(CN)C=CC1OC (3-hydroxy-4-methoxybenzylamine), C(C)(C)C1=C(C(=CC=C1)C(C)C)N=C=O (2,6-diisopropylphenyl isocyanate). Solvent: C1(=CC=CC=C1)C (toluene). Yields the product C(C)(C)C1=C(C(=CC=C1)C(C)C)NC(=O)NCC1=CC(=C(C=C1)OC)O (1-(2,6-diisopropylphenyl)-3-(3-hydroxy-4-methoxybenzyl)urea). As a reaction SMILES: [OH:1][C:2]1[CH:3]=[C:4]([CH:7]=[CH:8][C:9]=1[O:10][CH3:11])[CH2:5][NH2:6].[CH:12]([C:15]1[CH:20]=[CH:19][CH:18]=[C:17]([CH:21]([CH3:23])[CH3:22])[C:16]=1[N:24]=[C:25]=[O:26])([CH3:14])[CH3:13]>C1(C)C=CC=CC=1>[CH:12]([C:15]1[CH:20]=[CH:19][CH:18]=[C:17]([CH:21]([CH3:22])[CH3:23])[C:16]=1[NH:24][C:25]([NH:6][CH2:5][C:4]1[CH:7]=[CH:8][C:9]([O:10][CH3:11])=[C:2]([OH:1])[CH:3]=1)=[O:26])([CH3:13])[CH3:14]. Procedure details: Added to 40 ml of toluene were 600 mg (3.92 mmol) of 3-hydroxy-4-methoxybenzylamine and 810 mg (3.90 mmol) of 2,6-diisopropylphenyl isocyanate, and the mixture was stirred under reflux for 8 hours.